Dataset: the Open Reaction Database (ORD), a public repository of structured organic reaction records. Task: describe an organic reaction: reactants, conditions, products, and yield Starting materials: C1(CCCCC1)C(=O)N=C=S (1-Cyclohexanecarbonyl isothiocyanate), C1(CCCCC1)C(=O)Cl (1-cyclohexanecarbonyl chloride), COC=1C=C2C(=NC=NC2=CC1OC)OC1=CC=C(N)C=C1 (4-[(6,7-Dimethoxy-4-quinazolinyl)oxy]aniline), C1(=CC=CC=C1)C (toluene). Solvent: C(C)O (ethanol), C(C)O (ethanol). Run at time 2 hour. Yields the product C1(CCCCC1)C(=O)N=C=S (1-Cyclohexanecarbonyl isothiocyanate), C1(CCCCC1)C(=O)NC(=S)NC1=CC=C(C=C1)OC1=CC=NC2=CC(=C(C=C12)OC)OC (N-Cyclohexylcarbonyl-N′-{4-[(6,7-dimethoxy-4-quinolyl)oxy]phenyl}thiourea). Isolated yield 47.0%. Reaction SMILES: [CH:1]1(C(Cl)=O)CCCCC1.[CH:10]1([C:16]([N:18]=[C:19]=[S:20])=[O:17])[CH2:15][CH2:14][CH2:13][CH2:12][CH2:11]1.[CH3:21][O:22][C:23]1[CH:24]=[C:25]2[C:30](=[CH:31][C:32]=1[O:33][CH3:34])[N:29]=[CH:28]N=[C:26]2[O:35][C:36]1[CH:42]=[CH:41][C:39]([NH2:40])=[CH:38][CH:37]=1.C1(C)C=CC=CC=1>C(O)C>[CH:10]1([C:16]([N:18]=[C:19]=[S:20])=[O:17])[CH2:15][CH2:14][CH2:13][CH2:12][CH2:11]1.[CH:10]1([C:16]([NH:18][C:19]([NH:40][C:39]2[CH:41]=[CH:42][C:36]([O:35][C:26]3[C:25]4[C:30](=[CH:31][C:32]([O:33][CH3:34])=[C:23]([O:22][CH3:21])[CH:24]=4)[N:29]=[CH:28][CH:1]=3)=[CH:37][CH:38]=2)=[S:20])=[O:17])[CH2:15][CH2:14][CH2:13][CH2:12][CH2:11]1. Reported procedure: 1-Cyclohexanecarbonyl isothiocyanate was prepared using commercially available 1-cyclohexanecarbonyl chloride (80 mg) as a starting compound according to the description of the literature. 1-Cyclohexanecarbonyl isothiocyanate was dissolved in ethanol (1 ml) to prepare a solution. 4-[(6,7-Dimethoxy-4-quinazolinyl)oxy]aniline (50 mg), toluene (5 ml), and ethanol (1 ml) were added to the solution, and the mixture was stirred at room temperature for 2 hr. The reaction solution was concentrated, and ... Starting materials: BrC1=C(C=CC(=C1)C=1CC(CN1)(C(F)(F)F)C1=CC(=CC(=C1)Cl)Cl)CN (1-(2-bromo-4-[3-(3,5-dichlorophenyl)-3-(trifluoromethyl)-3,4-dihydro-2H-pyrrol-5-yl]phenyl)methanamine), C(C)(=O)OC(C)=O (acetic anhydride). Solvent: C1CCOC1 (THF). Conditions: time 1 hour. Yields the product BrC1=C(CNC(C)=O)C=CC(=C1)C=1CC(CN1)(C(F)(F)F)C1=CC(=CC(=C1)Cl)Cl (N-{2-bromo-4-[3-(3,5-dichlorophenyl)-3-(trifluoromethyl)-3,4-dihydro-2H-pyrrol-5-yl]benzyl}acetamide). Yield: 61.2%. RXN SMILES: [Br:1][C:2]1[CH:7]=[C:6]([C:8]2[CH2:9][C:10]([C:17]3[CH:22]=[C:21]([Cl:23])[CH:20]=[C:19]([Cl:24])[CH:18]=3)([C:13]([F:16])([F:15])[F:14])[CH2:11][N:12]=2)[CH:5]=[CH:4][C:3]=1[CH2:25][NH2:26].[C:27](OC(=O)C)(=[O:29])[CH3:28]>C1COCC1>[Br:1][C:2]1[CH:7]=[C:6]([C:8]2[CH2:9][C:10]([C:17]3[CH:22]=[C:21]([Cl:23])[CH:20]=[C:19]([Cl:24])[CH:18]=3)([C:13]([F:14])([F:15])[F:16])[CH2:11][N:12]=2)[CH:5]=[CH:4][C:3]=1[CH2:25][NH:26][C:27](=[O:29])[CH3:28]. Procedure: To a solution of 1-(2-bromo-4-[3-(3,5-dichlorophenyl)-3-(trifluoromethyl)-3,4-dihydro-2H-pyrrol-5-yl]phenyl)methanamine (0.15 g) in THF (10 ml) was added acetic anhydride (0.04 g), and the mixture was stirred for 1 hour at room temperature. The mixture was concentrated under reduced pressure to give residual material which was purified by silica gel chromatography, to obtain N-{2-bromo-4-[3-(3,5-dichlorophenyl)-3-(trifluoromethyl)-3,4-dihydro-2H-pyrrol-5-yl]benzyl}acetamide (0.1 g). Reactants: N[C@H]1CN(CC1)C1=CC=C(C=C1)NC1=NC=C(C(=N1)C1=CN=C(N1C(C)C)C)F (N-{4-[(3R)-3-Aminopyrrolidin-1-yl]phenyl}-5-fluoro-4-(1-isopropyl-2-methyl-1H-imidazol-5-yl)pyrimidin-2-amine), C(CO)(=O)O (glycolic acid). The product is FC=1C(=NC(=NC1)NC1=CC=C(C=C1)N1C[C@@H](CC1)NC(CO)=O)C1=CN=C(N1C(C)C)C (N-[(3R)-1-(4-{[5-Fluoro-4-(1-isopropyl-2-methyl-1H-imidazol-5-yl)pyrimidin-2-yl]amino}phenyl)pyrrolidin-3-yl]-2-hydroxyacetamide). As a reaction SMILES: [NH2:1][C@@H:2]1[CH2:6][CH2:5][N:4]([C:7]2[CH:12]=[CH:11][C:10]([NH:13][C:14]3[N:19]=[C:18]([C:20]4[N:24]([CH:25]([CH3:27])[CH3:26])[C:23]([CH3:28])=[N:22][CH:21]=4)[C:17]([F:29])=[CH:16][N:15]=3)=[CH:9][CH:8]=2)[CH2:3]1.[C:30](O)(=[O:33])[CH2:31][OH:32]>>[F:29][C:17]1[C:18]([C:20]2[N:24]([CH:25]([CH3:26])[CH3:27])[C:23]([CH3:28])=[N:22][CH:21]=2)=[N:19][C:14]([NH:13][C:10]2[CH:9]=[CH:8][C:7]([N:4]3[CH2:5][CH2:6][C@@H:2]([NH:1][C:31](=[O:32])[CH2:30][OH:33])[CH2:3]3)=[CH:12][CH:11]=2)=[N:15][CH:16]=1. Procedure: The title compounds was prepared (38 mg, 15%), was prepared using a procedure analogous to Example 155 starting from N-{4-[(3R)-3-aminopyrrolidin-1-yl]phenyl}-5-fluoro-4-(1-isopropyl-2-methyl-1H-imidazol-5-yl)pyrimidin-2-amine (Example 156; 220 mg, 0.556 mmol) and glycolic acid (51 mg, 0.667 mmol). NMR: 1.39 (d, 6H), 1.92-2.04 (m, 1H), 2.14-2.26 (m, 1H), 2.44 (s, 3H), 3.04-3.13 (m, 1H), 3.18-3.49 (m, 3H), 3.80 (d, 2H), 4.46-4.51 (m, 1H), 5.34 (t, 1H), 5.42-5.51 (m, 1H), 6.49 (d, 2H), 7.31 (d, 1H... Starting materials: [Cl-].COC1=CC=C(C[P+](C2=CC=CC=C2)(C2=CC=CC=C2)C2=CC=CC=C2)C=C1 (4-methoxybenzyltriphenylphosphonium chloride), COC=1C=C(C=O)C=C(C1OC)OC (3,4,5-trimethoxybenzaldehyde), [OH-].[Na+] (NaOH). The solvent is C(Cl)Cl (CH2Cl2), O (H2O). Conditions: time 48 hour. The product is COC=1C=C(C=C(C1OC)OC)\C=C\C1=CC=C(C=C1)OC ((E)-3,4,5-Trimethoxy-4′-methoxystilbene). As a reaction SMILES: [Cl-].[CH3:2][O:3][C:4]1[CH:29]=[CH:28][C:7]([CH2:8][P+](C2C=CC=CC=2)(C2C=CC=CC=2)C2C=CC=CC=2)=[CH:6][CH:5]=1.[CH3:30][O:31][C:32]1[CH:33]=[C:34]([CH:37]=[C:38]([O:42][CH3:43])[C:39]=1[O:40][CH3:41])[CH:35]=O.[OH-].[Na+]>C(Cl)Cl.O>[CH3:43][O:42][C:38]1[CH:37]=[C:34](/[CH:35]=[CH:8]/[C:7]2[CH:6]=[CH:5][C:4]([O:3][CH3:2])=[CH:29][CH:28]=2)[CH:33]=[C:32]([O:31][CH3:30])[C:39]=1[O:40][CH3:41] |f:0.1,3.4|. Reported procedure: To a stirred mixture of 4-methoxybenzyltriphenylphosphonium chloride (6.4 g, 15.3 mmol) and 3,4,5-trimethoxybenzaldehyde (3 g, 15.3 mmol) in CH2Cl2 was added a cooled aqueous solution of NaOH (62.5 eq) in H2O. The mixture was stirred at room temperature for 48 hours. The organic phase was separated and the aqueous phase was washed with CH2Cl2. The organic phase was concentrated and the residue was recrystallised from ethanol to yield the title E-trans isomer. 1H NMR (CDCl3) δ 8.7 (1H, d:), 8.2 (... Starting materials: CC(C)(C)[Si](OC[C@@H]([C@H]([C@H](C=O)C)OCC1=CC=C(C=C1)OC)C)(C)C (2,4-dideoxy-5-O-[(1,1-dimethylethyl)dimethylsilyl]-3-O-[(4-methoxyphenyl)methyl]-2,4-dimethyl-L-lyxose), CrCl2, CO (Methanol), [OH-].[K+] (KOH), BrC(C=C)[Si](C)(C)C ((1-Bromoallyl) trimethylsilane). Run in C1CCOC1 (THF), C1CCOC1 (THF). Reaction conditions: temperature 0 celsius, time 3 hour. The product is CC(C)(C)[Si](C)(C)OC[C@@H]([C@H]([C@H](\C=C/C=C)C)OCC1=CC=C(C=C1)OC)C ((1,1-dimethylethyl)[[(2S,3S,4S,5Z)-3-[(4-methoxyphenyl)methoxy]-2,4-dimethyl-5,7-octadienyl]oxy]dimethyl-silane). The yield is 71.1%. Reaction SMILES: [CH3:1][C:2]([Si:5]([CH3:26])([CH3:25])[O:6][CH2:7][C@H:8]([CH3:24])[C@@H:9]([O:14][CH2:15][C:16]1[CH:21]=[CH:20][C:19]([O:22][CH3:23])=[CH:18][CH:17]=1)[C@@H:10]([CH3:13])[CH:11]=O)([CH3:4])[CH3:3].Br[CH:28]([Si](C)(C)C)[CH:29]=[CH2:30].CO.[OH-].[K+]>C1COCC1>[CH3:1][C:2]([Si:5]([O:6][CH2:7][C@H:8]([CH3:24])[C@@H:9]([O:14][CH2:15][C:16]1[CH:17]=[CH:18][C:19]([O:22][CH3:23])=[CH:20][CH:21]=1)[C@@H:10]([CH3:13])/[CH:11]=[CH:30]\[CH:29]=[CH2:28])([CH3:26])[CH3:25])([CH3:4])[CH3:3] |f:3.4|. Procedure: A suspension consisting of CrCl2 (12.93 g, 105.38 mmol) and 700 mL anhydrous THF is cooled to 0° C. 2,4-dideoxy-5-O-[(1,1-dimethylethyl)dimethylsilyl]-3-O-[(4-methoxyphenyl)methyl]-2,4-dimethyl-L-lyxose (8.9 g, 23.42 mmol) in 40 mL THF is added dropwise. (1-Bromoallyl) trimethylsilane (22.61, 117.1 mmol) is added neat. After 3 h at room temperature, the reaction mixture is cooled to 10° C. Methanol (270 mL) and 6 N aqueous KOH (550 mL) are added in sequence, keeping the reaction temperature less... The reactants are CCCc1c(OC)ccc(C(=O)OC)c1OCOC, CO, [Na+], [OH-]. Reaction SMILES: [CH3:1][O:2][CH2:3][O:4][c:5]1[c:6]([C:7](=[O:8])[O:9][CH3:10])[cH:11][cH:12][c:13]([O:18][CH3:19])[c:14]1[CH2:15][CH2:16][CH3:17].[CH3:22][OH:23].[Na+:21].[OH-:20]>>[CH3:1][O:2][CH2:3][O:4][c:5]1[c:6]([C:7](=[O:8])[OH:9])[cH:11][cH:12][c:13]([O:18][CH3:19])[c:14]1[CH2:15][CH2:16][CH3:17]. Product: CCCc1c(OC)ccc(C(=O)O)c1OCOC. Starting materials: C1(=CC=CC=C1)N1CCNCC1 (1-phenylpiperazine), N=1NC(=C2CCCCC12)CCC(=O)O (3-(4,5,6,7-tetrahydro-2H-indazol-3-yl)propionic acid), ClC1=CC=C(C=C1)C1CCNCC1 (4-(4-chlorophenyl)piperidine). The product is C1(=CC=CC=C1)N1CCN(CC1)CCCC=1NN=C2C1CCC2 (2,4,5,6-tetrahydro-3-(3-(4-phenylpiperazin-1-yl)propyl)cyclopentapyrazole). Reaction SMILES: [C:1]1([N:7]2[CH2:12][CH2:11][NH:10][CH2:9][CH2:8]2)[CH:6]=[CH:5][CH:4]=[CH:3][CH:2]=1.[N:13]1[NH:14][C:15]([CH2:22][CH2:23][C:24](O)=O)=[C:16]2[C:21]=1[CH2:20][CH2:19][CH2:18]C2.ClC1C=CC(C2CCNCC2)=CC=1>>[C:1]1([N:7]2[CH2:12][CH2:11][N:10]([CH2:24][CH2:23][CH2:22][C:15]3[NH:14][N:13]=[C:21]4[CH2:20][CH2:19][CH2:18][C:16]=34)[CH2:9][CH2:8]2)[CH:6]=[CH:5][CH:4]=[CH:3][CH:2]=1. Procedure: In the same manner as in Example 102 except that 3-(2,4,5,6-tetrahydrocyclopentapyrazol-3-yl)propionic acid obtained in Starting Material Synthesis Example 4 and 1-phenylpiperazine are used instead of 3-(4,5,6,7-tetrahydro-2H-indazol-3-yl)propionic acid obtained in Starting Material Synthesis Example 1 and 4-(4-chlorophenyl)piperidine, 2,4,5,6-tetrahydro-3-(3-(4-phenylpiperazin-1-yl)propyl)cyclopentapyrazole is obtained. Reactants: O=C1N(N=C2C1=CN(C=1C=CC=CC21)CC2=CC=C(C=C2)N2N=CC=C2)CC(=O)OCC (Ethyl (3-oxo-5-{[4-(1H-pyrazol-1-yl)phenyl]methyl}-3,5-dihydro-2H-pyrazol[4,3-c]quinolin-2-yl)acetate), [OH-].[Li+] (lithium hydroxide), Cl (hydrochloric acid). Run in O1CCOCC1 (dioxane), ClCCl (dichloromethane). Run at time 18 hour. The product is O=C1N(N=C2C1=CN(C=1C=CC=CC21)CC2=CC=C(C=C2)N2N=CC=C2)CC(=O)O ((3-Oxo-5-{[4-(1H-pyrazol-1-yl)phenyl]methyl}-3,5-dihydro-2H-pyrazol[4,3-c]quinolin-2-yl)acetic acid). As a reaction SMILES: [O:1]=[C:2]1[C:6]2=[CH:7][N:8]([CH2:15][C:16]3[CH:21]=[CH:20][C:19]([N:22]4[CH:26]=[CH:25][CH:24]=[N:23]4)=[CH:18][CH:17]=3)[C:9]3[CH:10]=[CH:11][CH:12]=[CH:13][C:14]=3[C:5]2=[N:4][N:3]1[CH2:27][C:28]([O:30]CC)=[O:29].[OH-].[Li+].Cl>O1CCOCC1.ClCCl>[O:1]=[C:2]1[C:6]2=[CH:7][N:8]([CH2:15][C:16]3[CH:21]=[CH:20][C:19]([N:22]4[CH:26]=[CH:25][CH:24]=[N:23]4)=[CH:18][CH:17]=3)[C:9]3[CH:10]=[CH:11][CH:12]=[CH:13][C:14]=3[C:5]2=[N:4][N:3]1[CH2:27][C:28]([OH:30])=[O:29] |f:1.2|. Reported procedure: Ethyl (3-oxo-5-{[4-(1H-pyrazol-1-yl)phenyl]methyl}-3,5-dihydro-2H-pyrazol[4,3-c]quinolin-2-yl)acetate (Example 524, 10 mg, 0.023 mmol) was suspended in dioxane (2 mL), treated with an lithium hydroxide (22 μL, 1 N aqueous, 0.023 mmol, 1.05 equiv) and stirred vigorously for 18 hours. The mixture was diluted with dichloromethane until homogeneous (2 mL) and stirred for an additional 6 hours. The mixture was treated with hydrochloric acid (1 drop from 9″ pipette, 12 N aqueous) and concentrated in v... The reactants are COc1ccc2ncn(-c3cc(C(=O)O)ccc3C)c(=O)c2c1, CCOC(C)=O, [I-], [Li+], Cc1cc(C)nc(C)c1. Product: Cc1ccc(C(=O)O)cc1-n1cnc2ccc(O)cc2c1=O. RXN SMILES: [CH3:1][O:2][c:3]1[cH:4][c:5]2[c:6](=[O:23])[n:7](-[c:13]3[cH:14][c:15]([C:16](=[O:17])[OH:18])[cH:19][cH:20][c:21]3[CH3:22])[cH:8][n:9][c:10]2[cH:11][cH:12]1.[CH3:35][CH2:36][O:37][C:38](=[O:39])[CH3:40].[I-:24].[Li+:25].[n:26]1[c:27]([CH3:28])[cH:29][c:30]([CH3:31])[cH:32][c:33]1[CH3:34]>>[OH:2][c:3]1[cH:4][c:5]2[c:6](=[O:23])[n:7](-[c:13]3[cH:14][c:15]([C:16](=[O:17])[OH:18])[cH:19][cH:20][c:21]3[CH3:22])[cH:8][n:9][c:10]2[cH:11][cH:12]1. Reported procedure: Obtained (a) by a procedure analogous to that indicated in Example 1(a), from 3-n-butyl-1-phenylthiourea and 2-bromo-4'-chloro-3'-dimethylsulfamoylacetophenone, or (b) from 3-n-butyl-4-(4-chloro-3-dimethylsulfamoylphenyl)-2-(2-methylphenyl-imino)-thiazolidin-4-ol hydrobromide. Colorless crystals; melting point 238° C. The reactants are ( a ), ( b ), Br.C(CCC)N1C(SCC1(O)C1=CC(=C(C=C1)Cl)S(N(C)C)(=O)=O)=NC1=C(C=CC=C1)C (3-n-butyl-4-(4-chloro-3-dimethylsulfamoylphenyl)-2-(2-methylphenyl-imino)-thiazolidin-4-ol hydrobromide), C(CCC)NC(NC1=CC=CC=C1)=S (3-n-butyl-1-phenylthiourea), BrCC(=O)C1=CC(=C(C=C1)Cl)S(N(C)C)(=O)=O (2-bromo-4'-chloro-3'-dimethylsulfamoylacetophenone). Reaction SMILES: C(NC(=S)NC1C=CC=CC=1)CCC.[Br:15]CC(C1C=CC(Cl)=C(S(=O)(=O)N(C)C)C=1)=O.Br.[CH2:33]([N:37]1[C:41]([C:43]2[CH:48]=[CH:47][C:46]([Cl:49])=[C:45]([S:50](=[O:55])(=[O:54])[N:51]([CH3:53])[CH3:52])[CH:44]=2)(O)[CH2:40][S:39][C:38]1=[N:56][C:57]1[CH:62]=[CH:61][CH:60]=[CH:59][C:58]=1[CH3:63])[CH2:34][CH2:35][CH3:36]>>[BrH:15].[CH2:33]([N:37]1[C:41]([C:43]2[CH:48]=[CH:47][C:46]([Cl:49])=[C:45]([S:50](=[O:54])(=[O:55])[N:51]([CH3:53])[CH3:52])[CH:44]=2)=[CH:40][S:39][C:38]1=[N:56][C:57]1[CH:62]=[CH:61][CH:60]=[CH:59][C:58]=1[CH3:63])[CH2:34][CH2:35][CH3:36] |f:2.3,4.5|. The product is Br.C(CCC)N1C(SC=C1C1=CC(=C(C=C1)Cl)S(N(C)C)(=O)=O)=NC1=C(C=CC=C1)C (3-n-Butyl-4-(4-chloro-3-dimethylsulfamoylphenyl)-2-(2-methylphenyl-imino)-4-thiazoline hydrobromide).